Dataset: the Open Reaction Database (ORD), a public repository of structured organic reaction records. Task: describe an organic reaction: reactants, conditions, products, and yield The reactants are [K+], [N-]=[N+]=[N-], [Na+], O=C1CCOc2ccccc21, [OH-], O=S(=O)(O)O. Yields the product O=C1NCCOc2ccccc21. As a reaction SMILES: [K+:17].[N-:13]=[N+:14]=[N-:15].[Na+:12].[O:1]1[CH2:2][CH2:3][C:4](=[O:11])[c:5]2[cH:6][cH:7][cH:8][cH:9][c:10]21.[OH-:16].[S:18](=[O:19])(=[O:20])([OH:21])[OH:22]>>[O:1]1[CH2:2][CH2:3][NH:13][C:4](=[O:11])[c:5]2[cH:6][cH:7][cH:8][cH:9][c:10]21.